This data is from the Open Reaction Database (ORD), a public repository of structured organic reaction records. The task is: describe an organic reaction: reactants, conditions, products, and yield The reactants are COC=1C=C(C=C(C1OC)OC)C(=O)C#CCNC(=O)OC(C)(C)C (3-(tert-butoxycarbonylamino)-1-propinyl 3,4,5-trimethoxyphenyl ketone), Br (HBr), C(=O)(O)[O-].[Na+] (NaHCO3), C(C)(=O)OCC (ethyl acetate). Solvent: C(Cl)Cl (CH2Cl2). Run at temperature 4 celsius, time 45 minute. Product: BrC=1C=C(N(C1)C(=O)OC(C)(C)C)C1=CC(=C(C(=C1)OC)OC)OC (4-Bromo-1-tert-butoxycarbonyl-2-(3,4,5-trimethoxyphenyl)-pyrrole). The yield is 89.9%. RXN SMILES: [CH3:1][O:2][C:3]1[CH:4]=[C:5]([C:13]([C:15]#[C:16][CH2:17][NH:18][C:19]([O:21][C:22]([CH3:25])([CH3:24])[CH3:23])=[O:20])=O)[CH:6]=[C:7]([O:11][CH3:12])[C:8]=1[O:9][CH3:10].[BrH:26].C([O-])(O)=O.[Na+].C(OCC)(=O)C>C(Cl)Cl>[Br:26][C:16]1[CH:15]=[C:13]([C:5]2[CH:4]=[C:3]([O:2][CH3:1])[C:8]([O:9][CH3:10])=[C:7]([O:11][CH3:12])[CH:6]=2)[N:18]([C:19]([O:21][C:22]([CH3:25])([CH3:24])[CH3:23])=[O:20])[CH:17]=1 |f:2.3|. Reported procedure: To a stirred solution of 3-(tert-butoxycarbonylamino)-1-propinyl 3,4,5-trimethoxyphenyl ketone (1.0 g, 2.78 mmol, Example 76c) in CH2Cl2 (10 ml) a solution of HBr (732 μl, 1.5 equiv., 33% in acetic acid) is added at 4° C. The reaction mixture is stirred for 45 min at 4° C., and poured onto ice, saturated aqueous NaHCO3 solution and ethyl acetate. The organic layer is dried (MgSO4), the solvents are evaporated and the residue chromatographed on SiO2 with ethyl acetate/hexane (1:3) to yield the ti... Reactants: BrC(C(Br)(F)F)(F)F (1,2-dibromotetrafluoroethane), C(C)(CC)[Li] (sec-butyl lithium), hexanes, CN(CCN(C)C)C (tetramethylethylenediamine), C(CCC)[Li] (n-butyl lithium), hexanes, C(C)(C)(C)C1=C(C=CC=C1)S (2-tert-butylthiophenol). Run in O1CCCC1 (tetrahydrofuran), C1CCCCC1 (cyclohexane), C1CCCCC1 (cyclohexane). Run at temperature 0 celsius, time 14 hour. Yields the product BrC1=C(C(=CC=C1)C(C)(C)C)S (2-bromo-6-tert-butylthiophenol). As a reaction SMILES: CN(C)CCN(C)C.C([Li])CCC.[C:14]([C:18]1[CH:23]=[CH:22][CH:21]=[CH:20][C:19]=1[SH:24])([CH3:17])([CH3:16])[CH3:15].C([Li])(CC)C.[Br:30]C(F)(F)C(F)(F)Br>C1CCCCC1.O1CCCC1>[Br:30][C:20]1[CH:21]=[CH:22][CH:23]=[C:18]([C:14]([CH3:17])([CH3:15])[CH3:16])[C:19]=1[SH:24]. Procedure details: To a solution of freshly distilled tetramethylethylenediamine (7.5 mL, 50 mmol) in dry cyclohexane (35 mL) is added dropwise at 24° C. a solution of n-butyl lithium in hexanes (31 mL, 50 mmol). After addition is complete, the reaction mixture is cooled to 0° C. A solution of 2-tert-butylthiophenol (3.77 g, 22.7 mmol) in dry cyclohexane (10 mL) is added at a rate such that the reaction temperature stays below 10° C. The reaction is allowed to stir at 24° C. for 14 h. A solution of sec-butyl lithi... The reactants are CCOC(=O)C(C)(N)c1ccc2cc(OC3CCC(C(C)(C)C)CC3)ccc2n1, CCOC(=O)C(C)(c1ccc2c(C(F)(F)F)c(OC3CCC(C(C)(C)C)CC3)ccc2n1)[N+](=O)[O-], O=C(O)C(F)(F)F. Product: CCOC(=O)C(C)(N)c1ccc2c(C(F)(F)F)c(OC3CCC(C(C)(C)C)CC3)ccc2n1. As a reaction SMILES: [CH2:1]([O:2][C:3](=[O:4])[C:5]([NH2:6])([c:7]1[cH:8][cH:9][c:10]2[c:11]([cH:12][cH:13][c:14]([O:15][CH:16]3[CH2:17][CH2:18][CH:19]([C:20]([CH3:21])([CH3:22])[CH3:23])[CH2:24][CH2:25]3)[cH:26]2)[n:27]1)[CH3:28])[CH3:29].[CH2:37]([CH3:38])[O:39][C:40]([C:41]([CH3:42])([N+:43]([O-:44])=[O:45])[c:46]1[n:47][c:48]2[cH:49][cH:50][c:51]([O:60][CH:61]3[CH2:62][CH2:63][CH:64]([C:67]([CH3:68])([CH3:69])[CH3:70])[CH2:65][CH2:66]3)[c:52]([C:56]([F:57])([F:58])[F:59])[c:53]2[cH:54][cH:55]1)=[O:71].[F:30][C:31]([F:32])([F:33])[C:34]([OH:35])=[O:36]>>[CH2:37]([CH3:38])[O:39][C:40]([C:41]([CH3:42])([NH2:43])[c:46]1[n:47][c:48]2[cH:49][cH:50][c:51]([O:60][CH:61]3[CH2:62][CH2:63][CH:64]([C:67]([CH3:68])([CH3:69])[CH3:70])[CH2:65][CH2:66]3)[c:52]([C:56]([F:57])([F:58])[F:59])[c:53]2[cH:54][cH:55]1)=[O:71]. Reactants: BrBr (bromine), [N+](=O)([O-])C1=C(N)C=CC(=C1)SC(F)(F)F (2-nitro-4-trifluoromethylmercaptoaniline), O (water). The solvent is ClCCl (dichloromethane), FC(C(=O)O)(F)F (tri-fluoroacetic acid). Run at time 30 minute. The product is BrC1=CC(=CC(=C1N)[N+](=O)[O-])SC(F)(F)F (6-bromo-2-nitro-4-trifluoromethylmercaptoaniline). RXN SMILES: [N+:1]([C:4]1[CH:10]=[C:9]([S:11][C:12]([F:15])([F:14])[F:13])[CH:8]=[CH:7][C:5]=1[NH2:6])([O-:3])=[O:2].[Br:16]Br.O>FC(F)(F)C(O)=O.ClCCl>[Br:16][C:7]1[C:5]([NH2:6])=[C:4]([N+:1]([O-:3])=[O:2])[CH:10]=[C:9]([S:11][C:12]([F:15])([F:13])[F:14])[CH:8]=1. Procedure: 24 g of finely pulverulent 2-nitro-4-trifluoromethylmercaptoaniline were dissolved in 50 ml of tri-fluoroacetic acid, and 18 g of bromine were metered in at 20° C. Stirring was then continued for 3 hours at 20° C. and for a further 30 minutes at 40° C. The mixture poured into water and the product taken up in dichloromethane. After the solvent had been removed, 31 g of 6-bromo-2-nitro-4-trifluoromethylmercaptoaniline were obtained. Starting materials: FC1=C(OC=2OC(C(S(N2)(=O)=O)(C)C)(C)C)C(=CC=C1)F (2-(2,6-difluorophenoxy)-5,5,6,6-tetramethyl-5,6-dihydro-1,4,3-oxathiazine 4,4-dioxide), C1(=CC=CC=C1)[C@H](C)N ((S)-1-phenylethylamine). Reaction conditions: time 16 hour. Yields the product C1(=CC=CC=C1)[C@H](C)NC=1OC(C(S(N1)(=O)=O)(C)C)(C)C (((S)-1-Phenylethyl)-(5,5,6,6-tetramethyl-4,4-dioxo-5,6-dihydro-4H-4lambda6-[1,4,3]oxathiazin-2-yl)amine). Isolated yield 50.9%. As a reaction SMILES: FC1C=CC=C(F)C=1O[C:5]1[O:6][C:7]([CH3:16])([CH3:15])[C:8]([CH3:14])([CH3:13])[S:9](=[O:12])(=[O:11])[N:10]=1.[C:22]1([C@@H:28]([NH2:30])[CH3:29])[CH:27]=[CH:26][CH:25]=[CH:24][CH:23]=1>>[C:22]1([C@@H:28]([NH:30][C:5]2[O:6][C:7]([CH3:15])([CH3:16])[C:8]([CH3:13])([CH3:14])[S:9](=[O:11])(=[O:12])[N:10]=2)[CH3:29])[CH:27]=[CH:26][CH:25]=[CH:24][CH:23]=1. Procedure details: A mixture of 194 mg of 2-(2,6-difluorophenoxy)-5,5,6,6-tetramethyl-5,6-dihydro-1,4,3-oxathiazine 4,4-dioxide and 737 mg of (S)-1-phenylethylamine was stirred at room temperature for 16 hours and then purified in a purification laboratory by means of preparative HPLC. The combined product-containing fractions were alkalized with 25% aqueous ammonia solution and extracted three times with 30 ml of ethyl acetate, and the combined organic phases were dried over MgSO4 and concentrated by rotary evapo... The reactants are solution, Cl (hydrochloric acid), [Si](C)(C)(C(C)(C)C)OC[C@@]1(CC=2N(CCS1)C(=NN2)C2(CC2)C2=CC=C(C=C2)C=2C=NC=CC2)C ((8S)-8-({[t-Butyl(dimethyl)silyl]oxy}methyl)-8-methyl-3-[1-(4-pyridin-3-ylphenyl)cyclopropyl]-5,6,8,9-tetrahydro[1,2,4]triazolo[4,3-d][1,4]thiazepine). The solvent is O1CCOCC1 (dioxane), CO (methanol). Run at time 1 hour. Product: C[C@]1(CC=2N(CCS1)C(=NN2)C2(CC2)C2=CC=C(C=C2)C=2C=NC=CC2)CO ({(8S)-8-Methyl-3-[1-(4-pyridin-3-ylphenyl)cyclopropyl]-5,6,8,9-tetrahydro[1,2,4]triazolo[4,3-d][1,4]thiazepin-8-yl}methanol). Yield: 98.6%. Reaction SMILES: [Si]([O:8][CH2:9][C@@:10]1([CH3:35])[S:16][CH2:15][CH2:14][N:13]2[C:17]([C:20]3([C:23]4[CH:28]=[CH:27][C:26]([C:29]5[CH:30]=[N:31][CH:32]=[CH:33][CH:34]=5)=[CH:25][CH:24]=4)[CH2:22][CH2:21]3)=[N:18][N:19]=[C:12]2[CH2:11]1)(C(C)(C)C)(C)C.Cl>CO.O1CCOCC1>[CH3:35][C@:10]1([CH2:9][OH:8])[S:16][CH2:15][CH2:14][N:13]2[C:17]([C:20]3([C:23]4[CH:28]=[CH:27][C:26]([C:29]5[CH:30]=[N:31][CH:32]=[CH:33][CH:34]=5)=[CH:25][CH:24]=4)[CH2:22][CH2:21]3)=[N:18][N:19]=[C:12]2[CH2:11]1. Procedure: The compound (110 mg, 0.23 mmol) obtained in Example 3-3) was dissolved in methanol (3 mL). A 4 M solution (0.54 mL) of hydrochloric acid in dioxane was added to the solution, and the mixture was stirred at room temperature for 1 h. The solvent was distilled off, the residue was dissolved in a mixed solvent of methylene chloride (20 mL) and methanol (1 mL), and the mixture was separated into organic and aqueous layers by the addition of saturated aqueous sodium hydrogencarbonate (10 mL). The org...